This data is from the Open Reaction Database (ORD), a public repository of structured organic reaction records. The task is: describe an organic reaction: reactants, conditions, products, and yield The reactants are N(=NC(=O)OC(C)C)C(=O)OC(C)C (diisopropyl azodicarboxylate), OC1=CC=C(C(=O)OCC)C=C1 (Ethyl 4-hydroxybenzoate), OC1CCN(CC1)C(=O)OC(C)(C)C (tert-butyl 4-hydroxytetrahydro-1(2H)-pyridinecarboxylate), C1(=CC=CC=C1)P(C1=CC=CC=C1)C1=CC=CC=C1 (triphenyl phosphine). The solvent is O1CCCC1 (tetrahydrofuran). Run at temperature 0 celsius. The product is C(C)OC(=O)C1=CC=C(OC2CCN(CC2)C(=O)OC(C)(C)C)C=C1 (tert-butyl 4-[4-(ethoxycarbonyl)phenoxy]tetrahydro-1(2H)-pyridinecarboxylate). Yield: 62.4%. RXN SMILES: [OH:1][C:2]1[CH:12]=[CH:11][C:5]([C:6]([O:8][CH2:9][CH3:10])=[O:7])=[CH:4][CH:3]=1.O[CH:14]1[CH2:19][CH2:18][N:17]([C:20]([O:22][C:23]([CH3:26])([CH3:25])[CH3:24])=[O:21])[CH2:16][CH2:15]1.C1(P(C2C=CC=CC=2)C2C=CC=CC=2)C=CC=CC=1.N(C(OC(C)C)=O)=NC(OC(C)C)=O>O1CCCC1>[CH2:9]([O:8][C:6]([C:5]1[CH:4]=[CH:3][C:2]([O:1][CH:14]2[CH2:19][CH2:18][N:17]([C:20]([O:22][C:23]([CH3:26])([CH3:25])[CH3:24])=[O:21])[CH2:16][CH2:15]2)=[CH:12][CH:11]=1)=[O:7])[CH3:10]. Procedure: Ethyl 4-hydroxybenzoate (4.15 g, 25.0 mmol), tert-butyl 4-hydroxytetrahydro-1(2H)-pyridinecarboxylate (5.0 g, 25.0 mmol) and triphenyl phosphine (7.87 g, 30.0 mmol) were dissolved in tetrahydrofuran (50 mL), and with stirring at 0° C., diisopropyl azodicarboxylate (6.06 g, 30.0 mmol) was added thereto and stirred for 24 hours. The reaction solution was concentrated, and the precipitated white solid was taken out through filtration and washed with ethyl acetate. The mother liquid was washed with ... Starting materials: C1(=CC=C(C=C1)S(=O)(=O)[O-])C.[NH+]1=CC=CC=C1 (pyridinium p-toluenesulfonate), BrC1=CC(=C(C=C1)O)C(C)(C)C (4-bromo-2-t-butylphenol), BrC1=CC(=C(C=C1)O)C(C)(C)C (4-bromo-2-t-butylphenol), O1CCCC=C1 (3,4-dihydro-2H-pyran). Run in ClCCl (dichloromethane). Run at time 26.5 hour. Yields the product BrC1=CC(=C(C=C1)OC1OCCCC1)C(C)(C)C (4-Bromo-2-t-butyl-1-(2-tetrahydropyranoxy)benzene). As a reaction SMILES: [Br:1][C:2]1[CH:7]=[CH:6][C:5]([OH:8])=[C:4]([C:9]([CH3:12])([CH3:11])[CH3:10])[CH:3]=1.[O:13]1[CH:18]=[CH:17][CH2:16][CH2:15][CH2:14]1.C1(C)C=CC(S([O-])(=O)=O)=CC=1.[NH+]1C=CC=CC=1>ClCCl>[Br:1][C:2]1[CH:7]=[CH:6][C:5]([O:8][CH:14]2[CH2:15][CH2:16][CH2:17][CH2:18][O:13]2)=[C:4]([C:9]([CH3:12])([CH3:11])[CH3:10])[CH:3]=1 |f:2.3|. Procedure: To a solution of 18.92 g (82.6 mmol) of 4-bromo-2-t-butylphenol (Compound E) in 110 ml of dichloromethane was added dropwise 10.42 g (11.3 ml, 123.9 mmol) of 3,4-dihydro-2H-pyran. To this clear, colorless solution was added 1.86 g (7.4 mmol) of pyridinium p-toluenesulfonate. The resulting mixture was stirred at room temperature under a blanket of argon for 26.5 hours, partitioned between 250 ml of water and 400 ml of hexane, and the layers were separated. The organic phase was washed with 2×250 ... Starting materials: ClC1=C(C=CC=C1)S(=O)(=O)N=C(NC1=NC(=CC(=N1)C)C)SC (methyl N'-(2-chlorophenylsulfonyl)-N-(4,6-dimethylpyrimdin-2-yl)carbamimidothioate), Cl.NO (hydroxylamine hydrochloride), C(C)(=O)[O-].[Na+] (sodium acetate). Solvent: O1CCCC1 (tetrahydrofuran). Reaction conditions: time 2 hour. Product: ClC1=C(C=CC=C1)S(=O)(=O)NC(=NO)NC1=NC(=CC(=N1)C)C (2-Chloro-N-[[(4,6-dimethylpyrimidin-2-yl)amino]hydroxyiminomethyl]benzenesulfonamide). The yield is 62.5%. As a reaction SMILES: [Cl:1][C:2]1[CH:7]=[CH:6][CH:5]=[CH:4][C:3]=1[S:8]([N:11]=[C:12](SC)[NH:13][C:14]1[N:19]=[C:18]([CH3:20])[CH:17]=[C:16]([CH3:21])[N:15]=1)(=[O:10])=[O:9].Cl.[NH2:25][OH:26].C([O-])(=O)C.[Na+]>O1CCCC1>[Cl:1][C:2]1[CH:7]=[CH:6][CH:5]=[CH:4][C:3]=1[S:8]([NH:11][C:12]([NH:13][C:14]1[N:19]=[C:18]([CH3:20])[CH:17]=[C:16]([CH3:21])[N:15]=1)=[N:25][OH:26])(=[O:10])=[O:9] |f:1.2,3.4|. Procedure: To a solution of 0.5 g of methyl N'-(2-chlorophenylsulfonyl)-N-(4,6-dimethylpyrimdin-2-yl)carbamimidothioate in 10 ml of tetrahydrofuran was added 0.3 g of hydroxylamine hydrochloride and 0.3 g of sodium acetate. The mixture was stirred at room temperature for 2 hours, whereupon the product was precipitated with ice-water, filtered, washed with water, and dried by suction to afford 0.3 g of the title compound, m.p. 165°-167°. NMR (CDCl3 /DMSO-d6) δ2.6 (s, 6), 6.8 (s, 1), 7.4 (m, 3), 8.2 (m, 1), ... The reactants are OC1=C2CCNC(C2=CC=C1)=O (3,4-dihydro-5-hydroxy-1(2H)-isoquinolinone), C([O-])([O-])=O.[K+].[K+] (potassium carbonate), COCC1CO1 (glycidyl methyl ether). Run in C(C)O (ethanol). Product: OC(COC1=C2CCNC(C2=CC=C1)=O)COC (3,4-Dihydro-5-(2-hydroxy-3-methoxypropoxy)-1(2H)-isoquinolinone). Yield: 43.8%. RXN SMILES: [OH:1][C:2]1[CH:11]=[CH:10][CH:9]=[C:8]2[C:3]=1[CH2:4][CH2:5][NH:6][C:7]2=[O:12].C(=O)([O-])[O-].[K+].[K+].[CH3:19][O:20][CH2:21][CH:22]1[O:24][CH2:23]1>C(O)C>[OH:24][CH:22]([CH2:21][O:20][CH3:19])[CH2:23][O:1][C:2]1[CH:11]=[CH:10][CH:9]=[C:8]2[C:3]=1[CH2:4][CH2:5][NH:6][C:7]2=[O:12] |f:1.2.3|. Procedure details: A mixture of 1 g (6 mmol) of 3,4-dihydro-5-hydroxy-1(2H)-isoquinolinone and 2.1 g (15 mmol) of potassium carbonate in 50 ml of ethanol was refluxed for one hour. To this was added 0.65 ml (18 mmol) of glycidyl methyl ether and the mixture was refluxed overnight. The reaction was concentrated, the residue dissolved in chloroform, filtered and concentrated to an oil which solidified. The solid was recrystallized twice from water to give 0.66 g (44%) of the desired product; mp 119°-123°. The reactants are C(C)OC(=O)[C@H](CCC1=CC=CC=C1)N[C@H](C(=O)N1CC2(SCCS2)C[C@H]1C(=O)OC(C1=CC=CC=C1)C1=CC=CC=C1)C ((S,S,S)-7-[2-[(1-ethoxycarbonyl-3-phenylpropyl)amino]-1-oxopropyl]-1,4-dithia-7-azaspiro[4.4]nonane-8-carboxylic acid, diphenylmethyl ester). Run in FC(C(=O)O)(F)F (trifluoroacetic acid), C1(=CC=CC=C1)OC (anisole). Conditions: time 30 minute. The product is C(C)OC(=O)[C@H](CCC1=CC=CC=C1)N[C@H](C(=O)N1CC2(SCCS2)C[C@H]1C(=O)O)C ((S,S,S)-7-[2-[(1-ethoxycarbonyl-3-phenylpropyl)amino]-1-oxopropyl]-1,4-dithia-7-azaspiro[4.4]nonane-8-carboxylic acid). Reaction SMILES: [CH2:1]([O:3][C:4]([C@@H:6]([NH:15][C@@H:16]([CH3:44])[C:17]([N:19]1[C@H:27]([C:28]([O:30]C(C2C=CC=CC=2)C2C=CC=CC=2)=[O:29])[CH2:26][C:21]2([S:25][CH2:24][CH2:23][S:22]2)[CH2:20]1)=[O:18])[CH2:7][CH2:8][C:9]1[CH:14]=[CH:13][CH:12]=[CH:11][CH:10]=1)=[O:5])[CH3:2]>FC(F)(F)C(O)=O.C1(OC)C=CC=CC=1>[CH2:1]([O:3][C:4]([C@@H:6]([NH:15][C@@H:16]([CH3:44])[C:17]([N:19]1[C@H:27]([C:28]([OH:30])=[O:29])[CH2:26][C:21]2([S:22][CH2:23][CH2:24][S:25]2)[CH2:20]1)=[O:18])[CH2:7][CH2:8][C:9]1[CH:10]=[CH:11][CH:12]=[CH:13][CH:14]=1)=[O:5])[CH3:2]. Procedure details: A solution of (S,S,S)-7-[2-[(1-ethoxycarbonyl-3-phenylpropyl)amino]-1-oxopropyl]-1,4-dithia-7-azaspiro[4.4]nonane-8-carboxylic acid, diphenylmethyl ester (800 mg.) in a mixture of trifluoroacetic acid (15 ml.) and anisole (3 ml.) is stirred at 0° for 30 minutes. The solvent is removed at reduced pressure and the residue applied to an AG 50W-X2(H+) column. After washing with water, the column is eluted with aqueous pyridine. The fractions containing the product are combined and lyophilized to yie... Reactants: ClC1=CC=C(C=C1)N1N=CC(=C(C1=O)OC1=CC=C(C=C1)C1=CC=C(C=C1)F)N1CCC(CC1)O (2-(4-chlorophenyl)-4-(4′-fluorobiphenyl-4-yloxy)-5-(4-hydroxypiperidin-1-yl)-2H-pyridazin-3-one), S(=O)(Cl)Cl (thionyl chloride). The product is ClC1=CC=C(C=C1)N1N=CC(=C(C1=O)OC1=CC=C(C=C1)C1=CC=C(C=C1)F)N1CCC(CC1)Cl (2-(4-Chlorophenyl)-4-(4′-fluorobiphenyl-4-yloxy)-5-(4-chloropiperidin-1-yl)-2H-pyridazin-3-one). Reaction SMILES: [Cl:1][C:2]1[CH:7]=[CH:6][C:5]([N:8]2[C:13](=[O:14])[C:12]([O:15][C:16]3[CH:21]=[CH:20][C:19]([C:22]4[CH:27]=[CH:26][C:25]([F:28])=[CH:24][CH:23]=4)=[CH:18][CH:17]=3)=[C:11]([N:29]3[CH2:34][CH2:33][CH:32](O)[CH2:31][CH2:30]3)[CH:10]=[N:9]2)=[CH:4][CH:3]=1.S(Cl)([Cl:38])=O>>[Cl:1][C:2]1[CH:3]=[CH:4][C:5]([N:8]2[C:13](=[O:14])[C:12]([O:15][C:16]3[CH:21]=[CH:20][C:19]([C:22]4[CH:23]=[CH:24][C:25]([F:28])=[CH:26][CH:27]=4)=[CH:18][CH:17]=3)=[C:11]([N:29]3[CH2:34][CH2:33][CH:32]([Cl:38])[CH2:31][CH2:30]3)[CH:10]=[N:9]2)=[CH:6][CH:7]=1. Reported procedure: A suspension of 150 mg (0.305 mmol) of 2-(4-chlorophenyl)-4-(4′-fluorobiphenyl-4-yloxy)-5-(4-hydroxypiperidin-1-yl)-2H-pyridazin-3-one (obtainable in analogy to Example 15) is heated under reflux with 4 ml of thionyl chloride for 60 min. After cooling, the reaction solution is concentrated under high vacuum, the residue is partitioned between 50 ml of ethyl acetate and 20 ml of saturated sodium bicarbonate solution, the organic phase is separated off, and the aqueous phase is extracted three tim... As a reaction SMILES: [F:1][C:2]1[CH:9]=[C:8]([C:10]([F:13])([F:12])[F:11])[CH:7]=[CH:6][C:3]=1C=O.[CH:14](OC)([O:17][CH3:18])[O:15][CH3:16].C1(C)C=CC(S(O)(=O)=O)=CC=1.C([O-])([O-])=O.[Na+].[Na+]>>[CH3:16][O:15][CH:14]([O:17][CH3:18])[C:3]1[CH:6]=[CH:7][C:8]([C:10]([F:13])([F:12])[F:11])=[CH:9][C:2]=1[F:1] |f:3.4.5|. Product: COC(C1=C(C=C(C=C1)C(F)(F)F)F)OC (1-Dimethoxymethyl-2-fluoro-4-trifluoromethyl-benzene). Procedure details: A solution of 2-fluoro-4-trifluoromethylbenzaldehyde (10.0 g, 52.0 mmol), trimethyl orthoformate (55.0 g, 520 mmol) and a catalytic amount of p-toluene sulfonic acid (5 mol %) was stirred at room temperature for 24 hours. The resulting solution was saturated with the addition of solid Na2CO3 and stirred for 15 minutes. The mixture was then filtered and the solution was evaporated. The residue was diluted with ether and evaporated yielding 12.1 g (98%) of the desired product as an oil. Isolated yield 97.7%. The reactants are FC1=C(C=O)C=CC(=C1)C(F)(F)F (2-fluoro-4-trifluoromethylbenzaldehyde), C(OC)(OC)OC (trimethyl orthoformate), C1(=CC=C(C=C1)S(=O)(=O)O)C (p-toluene sulfonic acid), C(=O)([O-])[O-].[Na+].[Na+] (Na2CO3). Conditions: time 15 minute.